describe an organic reaction: reactants, conditions, products, and yield From a dataset of the Open Reaction Database (ORD), a public repository of structured organic reaction records. The reactants are C=C1CC(=O)O1 (diketene), C(C(=C)C)(=O)OCC(CO)(C)C (3-hydroxy-2,2-dimethylpropyl methacrylate), C1(O)=CC=C(O)C=C1 (hydroquinone), C=C1CC(=O)O1 (diketene). Reagents/catalysts: CN(C)C=1C=CN=CC1 (DMAP). The solvent is C(Cl)Cl (methylene chloride). Conditions: temperature 2.5 celsius, time 8 hour. Yields the product O=C(CC(=O)OCC(COC(C(=C)C)=O)(C)C)C (3-(methacryloyloxy)-2,2-dimethylpropyl 3-oxobutanoate). Reaction SMILES: [C:1]([O:6][CH2:7][C:8]([CH3:12])([CH3:11])[CH2:9][OH:10])(=[O:5])[C:2]([CH3:4])=[CH2:3].C1(C=CC(O)=CC=1)O.[CH2:21]=[C:22]1[O:26][C:24](=[O:25])[CH2:23]1>CN(C1C=CN=CC=1)C.C(Cl)Cl>[O:26]=[C:22]([CH3:21])[CH2:23][C:24]([O:10][CH2:9][C:8]([CH3:12])([CH3:11])[CH2:7][O:6][C:1](=[O:5])[C:2]([CH3:4])=[CH2:3])=[O:25]. Procedure details: To a 2-L flask was charged neopentyl glycol (208.3 g, 2.0 moles), toluene (250 mL), hydroquinone (0.5 g) and sodium methoxide (25% in methanol, 8 g). The mixture was heated to 60-65° C. and methyl methacrylate (120 g, 1.2 moles) was added dropwise over 1 hour. The reaction was held at 70° C. for one hour under moderate vacuum to remove methanol and low boilers. Reaction was worked up by washing with 2×250 mL water and 1×100 mL saturated sodium chloride solution at 70° C. Toluene was evaporated a... Starting materials: C(C)(C)(C)OC(=O)N1CCC(CC1)O (4-Hydroxy-piperidine-1-carboxylic-acid tert-butyl ester), BrCCCCCCBr (1,6-dibromohexane), Cl (HCl). Product: Cl.BrCCCCCCOC1CCNCC1 (4-(6-Bromo-hexyloxy)-piperidine hydrochloride). RXN SMILES: C(OC([N:8]1[CH2:13][CH2:12][CH:11]([OH:14])[CH2:10][CH2:9]1)=O)(C)(C)C.[Br:15][CH2:16][CH2:17][CH2:18][CH2:19][CH2:20][CH2:21]Br.[ClH:23]>>[ClH:23].[Br:15][CH2:16][CH2:17][CH2:18][CH2:19][CH2:20][CH2:21][O:14][CH:11]1[CH2:10][CH2:9][NH:8][CH2:13][CH2:12]1 |f:3.4|. Procedure details: In analogy to example 1.2a and 1.3, reaction of 4-Hydroxy-piperidine-1-carboxylic-acid tert-butyl ester and 1,6-dibromohexane followed by treatment with 4N HCl yielded 4-(6-Bromo-hexyloxy)-piperidine hydrochloride, MS: 264 (MH+, 1Br). The reactants are BrC=1N=C(N(C1C=O)COC)CC (4-Bromo-2-ethyl-1-(methoxymethyl)imidazole-5-carbaldehyde), Cl (hydrochloric acid). The product is ClC=1N=C(NC1C=O)CC (4-chloro-2-ethylimidazole-5-carbaldehyde). Reaction SMILES: Br[C:2]1[N:3]=[C:4]([CH2:12][CH3:13])[N:5](COC)[C:6]=1[CH:7]=[O:8].[ClH:14]>>[Cl:14][C:2]1[N:3]=[C:4]([CH2:12][CH3:13])[NH:5][C:6]=1[CH:7]=[O:8]. Conditions: temperature 90 celsius. Procedure: 4-Bromo-2-ethyl-1-(methoxymethyl)imidazole-5-carbaldehyde (365 g) was dissolved in 35% conc. hydrochloric acid (1.8 L), and the mixture was heated at 90° C. for 20 hr. The solvent was evaporated under reduced pressure, and sodium hydrogencarbonate was added to the residue under ice-cooling until the mixture assumed weak alkalinity. The mixture was extracted with chloroform, and the organic layer was dried over anhydrous magnesium sulfate. The solvent was evaporated under reduced pressure and dii...